From a dataset of the Open Reaction Database (ORD), a public repository of structured organic reaction records. describe an organic reaction: reactants, conditions, products, and yield The solvent is C(C)O (ethanol), CCOCC (ether), ClCCl (dichloromethane). Reaction SMILES: Cl[CH2:2][C:3]1[CH:20]=[CH:19][C:6]([CH:7]=[CH:8][C:9]2[CH:14]=[C:13]([O:15][CH3:16])[CH:12]=[CH:11][C:10]=2[O:17][CH3:18])=[CH:5][CH:4]=1.NC(N)=[S:23].[OH-].[Na+].S(=O)(=O)(O)O>CCOCC.ClCCl.C(O)C>[SH:23][CH2:2][C:3]1[CH:20]=[CH:19][C:6]([CH:7]=[CH:8][C:9]2[CH:14]=[C:13]([O:15][CH3:16])[CH:12]=[CH:11][C:10]=2[O:17][CH3:18])=[CH:5][CH:4]=1 |f:2.3|. Starting materials: ClCC1=CC=C(C=CC2=C(C=CC(=C2)OC)OC)C=C1 (4'-chloromethyl-2,5-dimethoxystilbene), NC(=S)N (thiourea), S(O)(O)(=O)=O (sulfuric acid), [OH-].[Na+] (sodium hydroxide). Isolated yield 38.7%. Reported procedure: A solution of 4'-chloromethyl-2,5-dimethoxystilbene (856 mg, 2.96 mmol), thiourea (0.29 g, 3.8 mmol), and ethanol (16 ml) was heated to reflux for 3.5 h. Aqueous sodium hydroxide (2.5 M, 2.8 ml) was added and the mixture refluxed for further 2 h. The reaction mixture was allowed to cool and dichloromethane (50 ml), ether (200 ml) and sulfuric acid (10%, 10 ml) were added. The organic layer was separated, washed with water (2×200 ml), brine (100 ml), dried over anhydrous sodium sulfate, filtered,... The product is SCC1=CC=C(C=CC2=C(C=CC(=C2)OC)OC)C=C1 (4'-Mercaptomethyl-2,5-Dimethoxystilbene).